From a dataset of the Open Reaction Database (ORD), a public repository of structured organic reaction records. describe an organic reaction: reactants, conditions, products, and yield The reactants are CO (methanol), N1CCC2(CC1)CC[C@@H](C1=CC=CC=C12)NC(C)=O ((S)-N-(3,4-dihydro-2H -spiro[naphthalene-1,4′-piperidine]-4-yl)acetamide), CCC(CC)=O (3-pentanone), [BH4-].[Na+] (sodium borohydride). The reagents and catalysts are C(C)(=O)O (acetic acid), CC([O-])C.[Ti+4].CC([O-])C.CC([O-])C.CC([O-])C (titanium (IV) isopropoxide). Run in ClCCl (dichloromethane). Run at time 5 hour. Yields the product CCC(CC)N1CCC2(CC1)CC[C@@H](C1=CC=CC=C12)NC(C)=O ((S)N-(1′-(pentan-3-yl)-3,4-dihydro-2H-spiro[naphthalene-1,4′-piperidine]-4-yl)acetamide). Reaction SMILES: [NH:1]1[CH2:6][CH2:5][C:4]2([C:15]3[C:10](=[CH:11][CH:12]=[CH:13][CH:14]=3)[C@@H:9]([NH:16][C:17](=[O:19])[CH3:18])[CH2:8][CH2:7]2)[CH2:3][CH2:2]1.[CH3:20][CH2:21][C:22](=O)[CH2:23][CH3:24].[BH4-].[Na+].CO>ClCCl.C(O)(=O)C.CC(C)[O-].[Ti+4].CC(C)[O-].CC(C)[O-].CC(C)[O-]>[CH3:20][CH2:21][CH:22]([N:1]1[CH2:6][CH2:5][C:4]2([C:15]3[C:10](=[CH:11][CH:12]=[CH:13][CH:14]=3)[C@@H:9]([NH:16][C:17](=[O:19])[CH3:18])[CH2:8][CH2:7]2)[CH2:3][CH2:2]1)[CH2:23][CH3:24] |f:2.3,7.8.9.10.11|. Reported procedure: A solution of the piperidine (B5) (20 mg, 0.077 mmol) and 3-pentanone (27 mg, 0.31 mmol) in dichloromethane (2 ml) was stirred in a vial for 90 minutes and treated with titanium (IV) isopropoxide (60 μl, 0.21 mmol) for 24 hours. To the reaction mixture was added sodium borohydride (10 mg, 0.27 mmol) and stirred for 5 hours, then treated with methanol (1 ml) and acetic acid (1 drop) for 1 hour. The solvents were evaporated and the residue was dissolved in methanol (1 ml) and acidified with TFA an... Reactants: C(C1=CC=CC=C1)=C(C(=O)O)CC(NCC1=CC=CC2=CC=CC=C12)=O (2-benzylidene-3-(1-naphthylmethylcarbamoyl)propionic acid), C1CC(=O)N(C1=O)OC(=O)ON2C(=O)CCC2=O (N,N'-disuccinimidylcarbonate), Cl.Cl.COC([C@@H](N)CC1=CNC=N1)=O (L-histidine methyl ester dihydrochloride), CN1CCOCC1 (N-methylmorpholine). Run in C(C)#N (acetonitrile), N1=CC=CC=C1 (pyridine), CN(C=O)C (N,N-dimethylformamide). Run at temperature 40 celsius, time 16 hour. Product: COC([C@@H](NC(C(CC(NCC1=CC=CC2=CC=CC=C12)=O)=CC1=CC=CC=C1)=O)CC1=CNC=N1)=O (N-[2-benzylidene-3-(1-naphthylmethylcarbamoyl)propionyl]-L-histidine methyl ester). Isolated yield 73.8%. As a reaction SMILES: [CH:1](=[C:8]([CH2:12][C:13](=[O:26])[NH:14][CH2:15][C:16]1[C:25]2[C:20](=[CH:21][CH:22]=[CH:23][CH:24]=2)[CH:19]=[CH:18][CH:17]=1)[C:9](O)=[O:10])[C:2]1[CH:7]=[CH:6][CH:5]=[CH:4][CH:3]=1.C1C(=O)N(OC(ON2C(=O)CCC2=O)=O)C(=O)C1.Cl.Cl.[CH3:47][O:48][C:49](=[O:58])[C@H:50]([CH2:52][C:53]1[N:57]=[CH:56][NH:55][CH:54]=1)[NH2:51].CN1CCOCC1>C(#N)C.CN(C)C=O.N1C=CC=CC=1>[CH3:47][O:48][C:49](=[O:58])[C@H:50]([CH2:52][C:53]1[N:57]=[CH:56][NH:55][CH:54]=1)[NH:51][C:9](=[O:10])[C:8](=[CH:1][C:2]1[CH:3]=[CH:4][CH:5]=[CH:6][CH:7]=1)[CH2:12][C:13](=[O:26])[NH:14][CH2:15][C:16]1[C:25]2[C:20](=[CH:21][CH:22]=[CH:23][CH:24]=2)[CH:19]=[CH:18][CH:17]=1 |f:2.3.4|. Reported procedure: A solution of 330 mg of 2-benzylidene-3-(1-naphthylmethylcarbamoyl)propionic acid, 260 mg of N,N'-disuccinimidylcarbonate and 1 ml of pyridine in 20 ml of dry acetonitrile was stirred for 3 hour at room temperature. The solution was added to a solution of 300 mg of L-histidine methyl ester dihydrochloride and 150 mg of N-methylmorpholine in 20 ml of dry N,N-dimethylformamide, and the mixture was stirred for 16 hours at 40° C. The reaction mixture was concentrated under reduced pressure, and a 5%... Reactants: CCN=C=NCCCN(C)C, CN(C)C=O, CCOC(C)=O, CCN(C(C)C)C(C)C, Cl, Cc1cc(-n2cnn(Cc3ccc(F)cc3)c2=O)sc1C(=O)O, NCc1cccnc1, On1nnc2ccccc21. Yields the product Cc1cc(-n2cnn(Cc3ccc(F)cc3)c2=O)sc1C(=O)NCc1cccnc1. As a reaction SMILES: [CH2:35]([N:36]=[C:37]=[N:38][CH2:39][CH2:40][CH2:41][N:42]([CH3:43])[CH3:44])[CH3:45].[CH3:63][N:64]([CH3:65])[CH:66]=[O:67].[CH3:68][CH2:69][O:70][C:71](=[O:72])[CH3:73].[CH:46]([N:47]([CH2:48][CH3:49])[CH:50]([CH3:51])[CH3:52])([CH3:53])[CH3:54].[ClH:34].[F:1][c:2]1[cH:3][cH:4][c:5]([CH2:6][n:7]2[n:8][cH:9][n:10](-[c:13]3[cH:14][c:15]([CH3:21])[c:16]([C:18](=[O:19])[OH:20])[s:17]3)[c:11]2=[O:12])[cH:22][cH:23]1.[NH2:55][CH2:56][c:57]1[cH:58][n:59][cH:60][cH:61][cH:62]1.[OH:24][n:25]1[c:26]2[cH:27][cH:28][cH:29][cH:30][c:31]2[n:32][n:33]1>>[F:1][c:2]1[cH:3][cH:4][c:5]([CH2:6][n:7]2[n:8][cH:9][n:10](-[c:13]3[cH:14][c:15]([CH3:21])[c:16]([C:18](=[O:19])[NH:55][CH2:56][c:57]4[cH:58][n:59][cH:60][cH:61][cH:62]4)[s:17]3)[c:11]2=[O:12])[cH:22][cH:23]1.